From a dataset of the Open Reaction Database (ORD), a public repository of structured organic reaction records. describe an organic reaction: reactants, conditions, products, and yield The reactants are BrCC(=O)OCC (ethyl bromoacetate), C(CC)N (n-propylamine). Solvent: C(Cl)Cl (CH2Cl2). Conditions: time 1 hour. The product is C(CC)NCC(=O)OCC (ethyl N-(n-propyl)-glycinate). Reaction SMILES: Br[CH2:2][C:3]([O:5][CH2:6][CH3:7])=[O:4].[CH2:8]([NH2:11])[CH2:9][CH3:10]>C(Cl)Cl>[CH2:8]([NH:11][CH2:2][C:3]([O:5][CH2:6][CH3:7])=[O:4])[CH2:9][CH3:10]. Procedure: 5.53 ml (50 mM) of ethyl bromoacetate were added dropwise to a solution of 20.5 ml (250 mM) of n-propylamine in 50 ml of CH2Cl2 at 0°. The reaction mixture was then warmed to room temperature and stirred for 1 hour, then concentrated to remove volatiles through a short path distillation head at atmospheric pressure. The residual liquid was taken up in ether and washed with saturated aqueous NaHCO3. The layers were separated and the ether layer was washed once with brine then dried over anhydrous... Starting materials: COC1CCC(OC)O1, CC(=O)O, CC1(C)c2ccc(N)cc2S(=O)(=O)N1CCCN1CCN(c2cccc3ccccc23)CC1, c1cc[nH]c1. Yields the product CC1(C)c2ccc(-n3cccc3)cc2S(=O)(=O)N1CCCN1CCN(c2cccc3ccccc23)CC1. As a reaction SMILES: [CH3:39][O:40][CH:41]1[CH2:42][CH2:43][CH:44]([O:45][CH3:46])[O:47]1.[CH3:48][C:49](=[O:50])[OH:51].[CH3:6][C:7]1([CH3:38])[N:8]([CH2:19][CH2:20][CH2:21][N:22]2[CH2:23][CH2:24][N:25]([c:28]3[cH:29][cH:30][cH:31][c:32]4[cH:33][cH:34][cH:35][cH:36][c:37]34)[CH2:26][CH2:27]2)[S:9](=[O:17])(=[O:18])[c:10]2[c:11]1[cH:12][cH:13][c:14]([NH2:16])[cH:15]2.[nH:1]1[cH:2][cH:3][cH:4][cH:5]1>>[n:1]1(-[c:14]2[cH:13][cH:12][c:11]3[c:10]([cH:15]2)[S:9](=[O:17])(=[O:18])[N:8]([CH2:19][CH2:20][CH2:21][N:22]2[CH2:23][CH2:24][N:25]([c:28]4[cH:29][cH:30][cH:31][c:32]5[cH:33][cH:34][cH:35][cH:36][c:37]45)[CH2:26][CH2:27]2)[C:7]3([CH3:6])[CH3:38])[cH:2][cH:3][cH:4][cH:5]1.